This data is from the Open Reaction Database (ORD), a public repository of structured organic reaction records. The task is: describe an organic reaction: reactants, conditions, products, and yield Reactants: C(=O)([O-])[O-].[K+].[K+] (K2CO3), F[B-](F)(F)F.C(C)[O+](CC)CC (triethyloxonium tetrafluoroborate), CC1(C(C(N1)=O)(C)C)C (tetramethylazetidinone). Solvent: C(Cl)Cl (CH2Cl2), ClCCl (dichloromethane), C(Cl)Cl (CH2Cl2). Conditions: time 1 hour. Yields the product C(C)OC1=NC(C1(C)C)(C)C (2-ethoxy-3,3,4,4-tetramethyl-1-azetine). As a reaction SMILES: F[B-](F)(F)F.[CH2:6]([O+](CC)CC)[CH3:7].[CH3:13][C:14]1([CH3:21])[NH:17][C:16](=[O:18])[C:15]1([CH3:20])[CH3:19].C([O-])([O-])=O.[K+].[K+]>ClCCl>[CH2:6]([O:18][C:16]1[C:15]([CH3:20])([CH3:19])[C:14]([CH3:21])([CH3:13])[N:17]=1)[CH3:7] |f:0.1,3.4.5|. Procedure details: To a solution of 60 ml (1M) of triethyloxonium tetrafluoroborate in dichloromethane was added 5 g (0.039 mol) of tetramethylazetidinone in 10 ml of dry CH2Cl2 under an inert atmosphere. The reaction mixture was stirred for 1 hour at room temperature and then was refluxed for 1 hour. After cooling, the reaction mixture was added dropwise to 20 ml of a 50% K2CO3 solution at -10° C. and the mixture was diluted with 20 ml of CH2Cl2 and then filtered. The organic phase was separated out and immediate...